This data is from the Open Reaction Database (ORD), a public repository of structured organic reaction records. The task is: describe an organic reaction: reactants, conditions, products, and yield Starting materials: Cl.C(C)(=O)OCC (hydrochloric acid ethyl acetate), C(C1=CC=CC=C1)N([C@@H]1[C@@H](CN(CC1)C(=O)OC(C)(C)C)OC)C(=O)OCC1=CC=CC=C1 (tert-Butyl cis(±)-4-{benzyl[(benzyloxy)carbonyl]amino}-3-methoxypiperidine-1-carboxylate). Solvent: CO (methanol). Run at time 1 hour. The product is C(C1=CC=CC=C1)N(C(OCC1=CC=CC=C1)=O)[C@@H]1[C@@H](CNCC1)OC (Benzyl benzyl[cis(±)-3-methoxypiperidin-4-yl]carbamate). As a reaction SMILES: Cl.C(OCC)(=O)C.[CH2:8]([N:15]([C:31]([O:33][CH2:34][C:35]1[CH:40]=[CH:39][CH:38]=[CH:37][CH:36]=1)=[O:32])[C@H:16]1[CH2:21][CH2:20][N:19](C(OC(C)(C)C)=O)[CH2:18][C@H:17]1[O:29][CH3:30])[C:9]1[CH:14]=[CH:13][CH:12]=[CH:11][CH:10]=1>CO>[CH2:8]([N:15]([C@H:16]1[CH2:21][CH2:20][NH:19][CH2:18][C@H:17]1[O:29][CH3:30])[C:31](=[O:32])[O:33][CH2:34][C:35]1[CH:40]=[CH:39][CH:38]=[CH:37][CH:36]=1)[C:9]1[CH:10]=[CH:11][CH:12]=[CH:13][CH:14]=1 |f:0.1|. Procedure details: A 4 N hydrochloric acid/ethyl acetate solution (5 ml, 20 mmol) was added to a solution of tert-butyl cis(±)-4-{benzyl[(benzyloxy)carbonyl]amino}-3-methoxypiperidine-1-carboxylate obtained in Example (259b) (about 1.44 mmol) in methanol (1 mL). The mixture was stirred for one hour and the solvent was evaporated under reduced pressure. The reaction solution was diluted with ethyl acetate, washed with aqueous sodium bicarbonate solution and brine, dried over anhydrous magnesium sulfate, and then co... The reactants are COC(=O)C=CI, C#Cc1ccccc1. Yields the product COC(=O)C=CC#Cc1ccccc1. As a reaction SMILES: [CH3:9][O:10][C:11]([CH:12]=[CH:13][I:14])=[O:15].[c:1]1([C:7]#[CH:8])[cH:2][cH:3][cH:4][cH:5][cH:6]1>>[c:1]1([C:7]#[C:8][CH:13]=[CH:12][C:11]([O:10][CH3:9])=[O:15])[cH:2][cH:3][cH:4][cH:5][cH:6]1. The reactants are C(C)(C)[Si](OC1=C(C=C(C=C1)[N+](=O)[O-])OC)(C(C)C)C(C)C (triisopropyl-(2-methoxy-4-nitro-phenoxy)-silane), [H][H] (hydrogen). The reagents and catalysts are [Pd] (Pd/C). The solvent is CCO (EtOH). Product: COC=1C=C(C=CC1O[Si](C(C)C)(C(C)C)C(C)C)N (3-Methoxy-4-triisopropylsilanyloxy-Phenylamine). Yield: 77.6%. As a reaction SMILES: [CH:1]([Si:4]([CH:20]([CH3:22])[CH3:21])([CH:17]([CH3:19])[CH3:18])[O:5][C:6]1[CH:11]=[CH:10][C:9]([N+:12]([O-])=O)=[CH:8][C:7]=1[O:15][CH3:16])([CH3:3])[CH3:2].[H][H]>CCO.[Pd]>[CH3:16][O:15][C:7]1[CH:8]=[C:9]([NH2:12])[CH:10]=[CH:11][C:6]=1[O:5][Si:4]([CH:17]([CH3:19])[CH3:18])([CH:20]([CH3:22])[CH3:21])[CH:1]([CH3:3])[CH3:2]. Procedure: Dissolve triisopropyl-(2-methoxy-4-nitro-phenoxy)-silane (95.7 g, 294.0 mmol) in EtOH (1800 mL) and add 5% Pd/C (10.0 g). Hydrogenate the slurry at room temperature under 50 psi hydrogen for 8 h. Filter the slurry through a pad of Celite® and rinse with EtOH. Concentrate the filtrate in vacuo to give a brown oil. Purify by flash chromatography, using a gradient from 100% hexanes to 20% EtOAc/hexanes, to give the title compound as a brown solid (67.4 g, 77.6% yield). MS (ES+) 296.2 (M+1)+. Starting materials: CC(=O)OCCCCCl, Cl, [Na+], [Na+], O, O=S([O-])[O-]. The product is O=S(=O)(Cl)CCCCCl. RXN SMILES: [C:7]([O:8][CH2:11][CH2:12][CH2:13][CH2:14][Cl:15])(=[O:9])[CH3:10].[ClH:16].[Na+:5].[Na+:6].[OH2:17].[S:1](=[O:2])([O-:3])[O-:4]>>[S:1](=[O:2])(=[O:4])([CH2:11][CH2:12][CH2:13][CH2:14][Cl:15])[Cl:16].